The task is: describe an organic reaction: reactants, conditions, products, and yield. This data is from the Open Reaction Database (ORD), a public repository of structured organic reaction records. Starting materials: P(=O)(Cl)(Cl)Cl (phosphorus oxychloride), mixture, ClC1=CC=C(N=[N+]1[O-])OC1=C(C(=CC(=C1C=C)C)C)C (6-chloro-3-(2,3,5-trimethyl-6-vinylphenoxy)pyridazine 1-oxide), ClC=1N=[N+](C(=CC1)OC1=C(C(=CC(=C1C=C)C)C)C)[O-] (3-chloro-6-(2,3,5-trimethyl-6-vinylphenoxy)pyridazine 1-oxide). The product is ClCCCC1C2=CC=CC(=C2C1)O (7-(3-Chloropropyl)bicyclo[4.2.0]octa-1,3,5-trien-2-ol). Reaction SMILES: P(Cl)(Cl)(Cl)=O.ClC1[N+]([O-])=NC([O:14][C:15]2[C:20]([CH:21]=[CH2:22])=[C:19](C)[CH:18]=[C:17](C)[C:16]=2C)=CC=1.[Cl:26][C:27]1N=[N+]([O-])C(OC2C(C=C)=C(C)C=C(C)C=2C)=[CH:31][CH:32]=1>>[Cl:26][CH2:27][CH2:32][CH2:31][CH:22]1[CH2:21][C:20]2[C:19]1=[CH:18][CH:17]=[CH:16][C:15]=2[OH:14]. Procedure: 0.02 mL (0.22 mmol) of phosphorus oxychloride was added to 27.6 mg (0.0949 mmol) of a mixture of 6-chloro-3-(2,3,5-trimethyl-6-vinylphenoxy)pyridazine 1-oxide and 3-chloro-6-(2,3,5-trimethyl-6-vinylphenoxy)pyridazine 1-oxide obtained in (6), and the resulting mixture was stirred at room temperature for 2 hours. To the mixture was added 0.4 mL of chloroform, and the resulting mixture was stirred at room temperature overnight. The reaction mixture was concentrated, 0.2 mL (2.2 mmol) of phosphorus ... As a reaction SMILES: [NH:1](C(OC(C)(C)C)=O)[C@@H:2]([C:20]([NH:22][C@H:23]([C:28]([NH:30][C@H:31]([C:36]([NH2:38])=[O:37])[CH2:32][CH2:33][S:34][CH3:35])=[O:29])[CH2:24][CH:25]([CH3:27])[CH3:26])=[O:21])[CH2:3][CH2:4][CH2:5][NH:6][C:7](=[NH:19])[NH:8][S:9]([C:12]1[CH:18]=[CH:17][C:15]([CH3:16])=[CH:14][CH:13]=1)(=[O:11])=[O:10].Cl>O1CCOCC1>[NH2:1][C@@H:2]([C:20]([NH:22][C@H:23]([C:28]([NH:30][C@H:31]([C:36]([NH2:38])=[O:37])[CH2:32][CH2:33][S:34][CH3:35])=[O:29])[CH2:24][CH:25]([CH3:26])[CH3:27])=[O:21])[CH2:3][CH2:4][CH2:5][NH:6][C:7](=[NH:19])[NH:8][S:9]([C:12]1[CH:13]=[CH:14][C:15]([CH3:16])=[CH:17][CH:18]=1)(=[O:10])=[O:11]. Solvent: O1CCOCC1 (dioxane). The yield is 45.0%. Procedure details: Condensation of BocDArg(Tos)OH (2.14 g.) and HLeu-MetNH2 hydrochloride salt (Example 1, 1.49 g.) using dicyclohexylcarbodiimide and 1-hydroxybenzotriazole gave BocDArg(Tos)-Leu-MetNH2 in 54% yield. De-t-butoxycarbonylation of BocDArg(Tos)-Leu-MetNH2 (1.7 g.) using hydrogen chloride in dioxane gave HDArg(Tos)-Leu-MetNH2 in 45% yield. The product is N[C@H](CCCNC(NS(=O)(=O)C1=CC=C(C)C=C1)=N)C(=O)N[C@@H](CC(C)C)C(=O)N[C@@H](CCSC)C(=O)N (HDArg(Tos)-Leu-MetNH2). Reactants: N([C@H](CCCNC(NS(=O)(=O)C1=CC=C(C)C=C1)=N)C(=O)N[C@@H](CC(C)C)C(=O)N[C@@H](CCSC)C(=O)N)C(=O)OC(C)(C)C (BocDArg(Tos)-Leu-MetNH2), Cl (hydrogen chloride).